From a dataset of the Open Reaction Database (ORD), a public repository of structured organic reaction records. describe an organic reaction: reactants, conditions, products, and yield Reactants: CCOC(=O)c1cccc(B(O)O)c1, CO, ClCCl, Oc1ccc(I)cc1. Yields the product CCOC(=O)c1cccc(-c2ccc(O)cc2)c1. As a reaction SMILES: [CH2:9]([CH3:10])[O:11][C:12](=[O:13])[c:14]1[cH:15][c:16]([B:20]([OH:21])[OH:22])[cH:17][cH:18][cH:19]1.[CH3:23][OH:24].[Cl:25][CH2:26][Cl:27].[OH:1][c:2]1[cH:3][cH:4][c:5]([I:6])[cH:7][cH:8]1>>[OH:1][c:2]1[cH:3][cH:4][c:5](-[c:16]2[cH:15][c:14]([C:12]([O:11][CH2:9][CH3:10])=[O:13])[cH:19][cH:18][cH:17]2)[cH:7][cH:8]1. Starting materials: NS(=O)(=O)C=1N(C(=C(N1)Cl)C(=O)O)COCC[Si](C)(C)C (2-(aminosulfonyl)-4-chloro-1-({[2-(trimethylsilyl)ethyl]oxy}methyl)-1H-imidazole-5-carboxylic acid), NCC=1C(=C(C(=CC1)Cl)OC=1C=C(C#N)C=C(C1)Cl)F (3-{[3-(aminomethyl)-6-chloro-2-fluorophenyl]oxy}-5-chlorobenzonitrile). The product is NS(=O)(=O)C=1NC(=C(N1)Cl)C(=O)NCC1=C(C(=C(C=C1)Cl)OC1=CC(=CC(=C1)C#N)Cl)F (2-(aminosulfonyl)-4-chloro-N-({4-chloro-3-[(3-chloro-5-cyanophenyl)oxy]-2-fluorophenyl}methyl)-1H-imidazole-5-carboxamide). Isolated yield 40.8%. Reaction SMILES: [NH2:1][S:2]([C:5]1[N:6](COCC[Si](C)(C)C)[C:7]([C:11]([OH:13])=O)=[C:8]([Cl:10])[N:9]=1)(=[O:4])=[O:3].[NH2:22][CH2:23][C:24]1[C:25]([F:41])=[C:26]([O:31][C:32]2[CH:33]=[C:34]([CH:37]=[C:38]([Cl:40])[CH:39]=2)[C:35]#[N:36])[C:27]([Cl:30])=[CH:28][CH:29]=1>>[NH2:1][S:2]([C:5]1[NH:6][C:7]([C:11]([NH:22][CH2:23][C:24]2[CH:29]=[CH:28][C:27]([Cl:30])=[C:26]([O:31][C:32]3[CH:33]=[C:34]([C:35]#[N:36])[CH:37]=[C:38]([Cl:40])[CH:39]=3)[C:25]=2[F:41])=[O:13])=[C:8]([Cl:10])[N:9]=1)(=[O:3])=[O:4]. Reported procedure: 2-(aminosulfonyl)-4-chloro-1-({[2-(trimethylsilyl)ethyl]oxy}methyl)-1H-imidazole-5-carboxylic acid (0.26 mmol) and 3-{[3-(aminomethyl)-6-chloro-2-fluorophenyl]oxy}-5-chlorobenzonitrile (0.089 g, 0.29 mmol) were employed using a procedure similar to that described herein to provide the title compound (0.055 g, 41%) as a white solid after deprotection and purification by Reverse-Phase HPLC (water:acetonitrile with 0.1% formic acid). 1H NMR (400 MHz, METHANOL-d4) δ ppm 7.55 (t, 1H), 7.35-7.43 (m, 2... The reactants are N1(N=CC=C1)C1=CC2=C(N(C=N2)C=2C=C(C=C(C2)C2=C(C=C(C=C2)F)F)NC(C)=O)C=C1 (N-(5-(5-(1H-pyrazol-1-yl)-1H-benzo[d]imidazol-1-yl)-2′,4′-difluorobiphenyl-3-yl)acetamide), C1(CC1)S(=O)(=O)Cl (cyclopropane sulfonyl chloride). Product: N1(N=CC=C1)C1=CC2=C(N(C=N2)C=2C=C(C=C(C2)C2=C(C=C(C=C2)F)F)NS(=O)(=O)C2CC2)C=C1 (N-(5-(5-(1H-pyrazol-1-yl)-1H-benzo[d]imidazol-1-yl)-2′,4′-difluorobiphenyl-3-yl)cyclopropanesulfonamide). RXN SMILES: [N:1]1([C:6]2[CH:32]=[CH:31][C:9]3[N:10]([C:13]4[CH:14]=[C:15]([NH:27]C(=O)C)[CH:16]=[C:17]([C:19]5[CH:24]=[CH:23][C:22]([F:25])=[CH:21][C:20]=5[F:26])[CH:18]=4)[CH:11]=[N:12][C:8]=3[CH:7]=2)[CH:5]=[CH:4][CH:3]=[N:2]1.[CH:33]1([S:36](Cl)(=[O:38])=[O:37])[CH2:35][CH2:34]1>>[N:1]1([C:6]2[CH:32]=[CH:31][C:9]3[N:10]([C:13]4[CH:14]=[C:15]([NH:27][S:36]([CH:33]5[CH2:35][CH2:34]5)(=[O:38])=[O:37])[CH:16]=[C:17]([C:19]5[CH:24]=[CH:23][C:22]([F:25])=[CH:21][C:20]=5[F:26])[CH:18]=4)[CH:11]=[N:12][C:8]=3[CH:7]=2)[CH:5]=[CH:4][CH:3]=[N:2]1. Procedure details: The compound was prepared from the compound of Example 28 using the procedures of Example 29 and cyclopropane sulfonyl chloride. 1H NMR (300 MHz, DMSO-d6): δ 10.34 (s, 1H), 9.0 (s, 1H), 8.64 (d, 1H), 8.27 (d, 1H), 7.99 (dd, 1H), 7.85-7.76 (m, 3H), 7.65-7.62 (m, 2H), 7.54-7.45 (m, 2H), 7.33-7.27 (m, 1H), 6.59-6.57 (m, 1H), 2.95-2.93 (m, 1H), 1.04-1.02 (m, 4H); LC-MS (ESI): Calculated mass: 491.51; Observed mass: 492.1 [M+H]+ (rt: 1.659 min). The reactants are CCOC(=O)C1CC2(CC2)CC1CO, CN(C)C=O, Fc1ccc(S)cc1, CC(C)OC(=O)N=NC(=O)OC(C)C, c1ccc(P(c2ccccc2)c2ccccc2)cc1. Product: CCOC(=O)C1CC2(CC2)CC1CSc1ccc(F)cc1. RXN SMILES: [CH2:34]([CH3:35])[O:36][C:37](=[O:38])[CH:39]1[CH2:40][C:41]2([CH2:42][CH2:43]2)[CH2:44][CH:45]1[CH2:46][OH:47].[CH3:56][N:57]([CH3:58])[CH:59]=[O:60].[F:48][c:49]1[cH:50][cH:51][c:52]([SH:55])[cH:53][cH:54]1.[O:20]=[C:21]([O:22][CH:23]([CH3:24])[CH3:25])[N:26]=[N:27][C:28]([O:29][CH:30]([CH3:31])[CH3:32])=[O:33].[c:1]1([P:2]([c:3]2[cH:4][cH:5][cH:6][cH:7][cH:8]2)[c:9]2[cH:10][cH:11][cH:12][cH:13][cH:14]2)[cH:15][cH:16][cH:17][cH:18][cH:19]1>>[CH2:34]([CH3:35])[O:36][C:37](=[O:38])[CH:39]1[CH2:40][C:41]2([CH2:42][CH2:43]2)[CH2:44][CH:45]1[CH2:46][S:55][c:52]1[cH:51][cH:50][c:49]([F:48])[cH:54][cH:53]1. The reactants are C(C)(C)(C)OC(=O)C=1C(=NC2=CC=C(C=C2C1C1=CC(=CC=C1)C(C)C)Cl)N(C)C (6-chloro-2-dimethylamino-4-(3-isopropyl-phenyl)-quinoline-3-carboxylic acid tert-butyl ester), Cl (HCl), solid. Solvent: O1CCOCC1 (dioxane). The product is ClC=1C=C2C(=C(C(=NC2=CC1)N(C)C)C(=O)O)C1=CC(=CC=C1)C(C)C (6-Chloro-2-dimethylamino-4-(3-isopropyl-phenyl)-quinoline-3-carboxylic acid). RXN SMILES: C([O:5][C:6]([C:8]1[C:9]([N:28]([CH3:30])[CH3:29])=[N:10][C:11]2[C:16]([C:17]=1[C:18]1[CH:23]=[CH:22][CH:21]=[C:20]([CH:24]([CH3:26])[CH3:25])[CH:19]=1)=[CH:15][C:14]([Cl:27])=[CH:13][CH:12]=2)=[O:7])(C)(C)C.Cl>O1CCOCC1>[Cl:27][C:14]1[CH:15]=[C:16]2[C:11](=[CH:12][CH:13]=1)[N:10]=[C:9]([N:28]([CH3:29])[CH3:30])[C:8]([C:6]([OH:7])=[O:5])=[C:17]2[C:18]1[CH:23]=[CH:22][CH:21]=[C:20]([CH:24]([CH3:26])[CH3:25])[CH:19]=1. Procedure: The title compound was prepared in analogy to example 78 step E from 6-chloro-2-dimethylamino-4-(3-isopropyl-phenyl)-quinoline-3-carboxylic acid tert-butyl ester (75 mg, 0.18 mmol) and 4N HCl in dioxane. Off white solid (45 mg, 69%). LC-MS (ESI): 369 (M+H)+.